Dataset: the Open Reaction Database (ORD), a public repository of structured organic reaction records. Task: describe an organic reaction: reactants, conditions, products, and yield Product: [I-].C[N+]1=CC(=CC=C1)C(=O)O[C@@H]1[C@]2(C)[C@@H](CC1)[C@@H]1CCC=3C=C(C=CC3[C@H]1CC2)OC(=O)C2=CC=CC=C2 (1-Methyl-3-({[3-(phenylcarbonyloxy)estra-1,3,5(10)-trien-17β-yl]oxy}carbonyl)pyridinium iodide). Reaction SMILES: [C:1]1([C:7]([O:9][C:10]2[CH:27]=[CH:26][C:25]3[C@@H:24]4[C@H:15]([C@H:16]5[C@@:20]([CH2:22][CH2:23]4)([CH3:21])[C@@H:19]([O:28][C:29]([C:31]4[CH:32]=[N:33][CH:34]=[CH:35][CH:36]=4)=[O:30])[CH2:18][CH2:17]5)[CH2:14][CH2:13][C:12]=3[CH:11]=2)=[O:8])[CH:6]=[CH:5][CH:4]=[CH:3][CH:2]=1.[CH3:37][I:38]>CC(C)=O>[I-:38].[CH3:37][N+:33]1[CH:34]=[CH:35][CH:36]=[C:31]([C:29]([O:28][C@H:19]2[CH2:18][CH2:17][C@H:16]3[C@H:15]4[C@H:24]([CH2:23][CH2:22][C@:20]23[CH3:21])[C:25]2[CH:26]=[CH:27][C:10]([O:9][C:7]([C:1]3[CH:6]=[CH:5][CH:4]=[CH:3][CH:2]=3)=[O:8])=[CH:11][C:12]=2[CH2:13][CH2:14]4)=[O:30])[CH:32]=1 |f:3.4|. Run in CC(=O)C (acetone). Reported procedure: The product of Example 73 (1.5 9, 3.1 mmol) was suspended in 2.5 mL of acetone. Then, 2 mL of methyl iodide were added and the reaction mixture was refluxed overnight. The yellow solid (1.8 g, 93%) was collected by filtration and dried in vacuo. UV, NMR and elemental analyses confirmed that the product had the assigned structure: ##STR108## Starting materials: C1(=CC=CC=C1)C(=O)OC1=CC=2CC[C@H]3[C@@H]4CC[C@@H]([C@@]4(C)CC[C@@H]3C2C=C1)OC(=O)C=1C=NC=CC1 (3-(Phenylcarbonyloxy)-17β-[(3-pyridinylcarbonyl)oxy]estra-1,3,5(10)-triene), CI (methyl iodide). Starting materials: O (water), OCCNCCN (N-(2-Hydroxyethyl)-ethylenediamine), C12(CC3CC(CC(C1)C3)C2)CNC(C2=CC(=NC=C2Cl)Br)=O (N-(1-adamantylmethyl)-2-bromo-5-chloroisonicotinamide), C([O-])([O-])=O.[K+].[K+] (potassium carbonate). Run in CN1C(CCC1)=O (N-methyl-2-pyrrolidinone). Conditions: temperature 150 celsius, time 2 hour. The product is C12(CC3CC(CC(C1)C3)C2)CNC(=O)C2=CC(=NC=C2Cl)N(CCNC(OC(C)(C)C)=O)CCO (tert-butyl 2-[(4-{[(1-adamantylmethyl)amino]carbonyl}-5-chloropyridin-2-yl)(2-hydroxyethyl)amino]ethylcarbamate). The yield is 10.2%. As a reaction SMILES: [OH:1][CH2:2][CH2:3][NH:4][CH2:5][CH2:6][NH2:7].[C:8]12([CH2:18][NH:19][C:20](=[O:29])[C:21]3[C:26]([Cl:27])=[CH:25][N:24]=[C:23](Br)[CH:22]=3)[CH2:17][CH:12]3[CH2:13][CH:14]([CH2:16][CH:10]([CH2:11]3)[CH2:9]1)[CH2:15]2.[C:30](=[O:33])([O-])[O-:31].[K+].[K+].O>CN1CCCC1=O>[C:8]12([CH2:18][NH:19][C:20]([C:21]3[C:26]([Cl:27])=[CH:25][N:24]=[C:23]([N:4]([CH2:3][CH2:2][OH:1])[CH2:5][CH2:6][NH:7][C:30](=[O:33])[O:31][C:8]([CH3:17])([CH3:15])[CH3:9])[CH:22]=3)=[O:29])[CH2:17][CH:12]3[CH2:13][CH:14]([CH2:16][CH:10]([CH2:11]3)[CH2:9]1)[CH2:15]2 |f:2.3.4|. Reported procedure: N-(2-Hydroxyethyl)-ethylenediamine (0.208 g) was added to a mixture of N-(1-adamantylmethyl)-2-bromo-5-chloroisonicotinamide (0.192 g, Example 1(ii)) and potassium carbonate (0.14 g) in anhydrous N-methyl-2-pyrrolidinone (3 ml). The resulting solution heated in a MARS microwave for 10 minutes (300 Watts, 150° C.). The mixture was cooled and poured into water (50 ml) and extracted into ethyl acetate (3×10 ml). The combined organic extracts were washed with brine (2×10 ml), dried over anhydrous ma... The reactants are C1CCOC1, CCN, Cc1cn(C)nc1CCl. Yields the product CCNCc1nn(C)cc1C. As a reaction SMILES: [CH2:13]1[O:14][CH2:15][CH2:16][CH2:17]1.[CH3:10][CH2:11][NH2:12].[Cl:1][CH2:2][c:3]1[n:4][n:5]([CH3:9])[cH:6][c:7]1[CH3:8]>>[CH2:2]([c:3]1[n:4][n:5]([CH3:9])[cH:6][c:7]1[CH3:8])[NH:12][CH2:11][CH3:10].